Dataset: the Open Reaction Database (ORD), a public repository of structured organic reaction records. Task: describe an organic reaction: reactants, conditions, products, and yield The reactants are C=C(C)C, CCOCC, N#N, NCC(NC(=O)OCc1ccccc1)C(=O)O, [Na+], O=C([O-])O, C1COCCO1. Product: CC(C)(C)OC(=O)C(CN)NC(=O)OCc1ccccc1. Reaction SMILES: [CH3:20][C:21]([CH3:22])=[CH2:23].[CH3:35][CH2:36][O:37][CH2:38][CH3:39].[N:18]#[N:19].[NH2:1][CH2:2][CH:3]([C:4](=[O:5])[OH:6])[NH:7][C:8](=[O:9])[O:10][CH2:11][c:12]1[cH:13][cH:14][cH:15][cH:16][cH:17]1.[Na+:28].[O-:24][C:25]([OH:26])=[O:27].[O:29]1[CH2:30][CH2:31][O:32][CH2:33][CH2:34]1>>[NH2:1][CH2:2][CH:3]([C:4](=[O:5])[O:6][C:21]([CH3:20])([CH3:22])[CH3:23])[NH:7][C:8](=[O:9])[O:10][CH2:11][c:12]1[cH:13][cH:14][cH:15][cH:16][cH:17]1.